Dataset: the Open Reaction Database (ORD), a public repository of structured organic reaction records. Task: describe an organic reaction: reactants, conditions, products, and yield Reactants: CS(=O)(=O)OS(=O)(=O)C (methanesulfonic anhydride), C=1(C(=CC=CC1)S(=O)(=O)OC1=C(N2C(CC2C1)=O)C(=O)OCC1=CC=CC=C1)C (benzyl 3-toluenesulfonyloxy-1-azabicyclo[3.2.0]hept-2-en-7-one-2-carboxylate). The product is CS(=O)(=O)OC1=C(N2C(CC2C1)=O)C(=O)OCC1=CC=CC=C1 (benzyl 3-methanesulfonyloxy-1-azabicyclo[3.2.0]hept-2-en-7-one-2-carboxylate). RXN SMILES: CS(OS(C)(=O)=O)(=O)=O.C1(C)[C:11]([S:16]([O:19][C:20]2[CH2:26][CH:25]3[N:22]([C:23](=[O:27])[CH2:24]3)[C:21]=2[C:28]([O:30][CH2:31][C:32]2[CH:37]=[CH:36][CH:35]=[CH:34][CH:33]=2)=[O:29])(=[O:18])=[O:17])=CC=CC=1>>[CH3:11][S:16]([O:19][C:20]1[CH2:26][CH:25]2[N:22]([C:23](=[O:27])[CH2:24]2)[C:21]=1[C:28]([O:30][CH2:31][C:32]1[CH:37]=[CH:36][CH:35]=[CH:34][CH:33]=1)=[O:29])(=[O:17])=[O:18]. Procedure details: By substituting an equivalent amount of methanesulfonic anhydride for p-toluenesulfonic anhydride of Example 18, benzyl 3-methanesulfonyloxy-1-azabicyclo[3.2.0]hept-2-en-7-one-2-carboxylate is obtained. Hydrogenolysis of this material by the method described in Example 19 affords sodium 3-methanesulfonyloxy-1-azabicyclo[3.2.0]hept-2-en-7-one-2-carboxylate. Starting materials: N#CN1c2ccccc2C=C([N+](=O)[O-])c2ccccc21, CCOCCO, Cl, [Fe]. Yields the product N#CN1c2ccccc2CC(=O)c2ccccc21. Reaction SMILES: [C:1](#[N:2])[N:3]1[c:4]2[c:5]([cH:17][cH:18][cH:19][cH:20]2)[CH:6]=[C:7]([N+:14]([O-:15])=[O:16])[c:8]2[c:9]1[cH:10][cH:11][cH:12][cH:13]2.[CH2:21]([O:23][CH2:22][CH2:24][OH:25])[CH3:26].[ClH:27].[Fe:28]>>[C:1](#[N:2])[N:3]1[c:4]2[c:5]([cH:17][cH:18][cH:19][cH:20]2)[CH2:6][C:7](=[O:23])[c:8]2[c:9]1[cH:10][cH:11][cH:12][cH:13]2. Reactants: N#CCC(=O)O, CCN=C=NCCCN(C)C, CC1CCNCC1N(C)c1ccnc2[nH]cnc12, CN(C)C=O, Cl, Cl, On1nnc2ccccc21. Product: CC1CCN(C(=O)CC#N)CC1N(C)c1ccnc2[nH]cnc12. As a reaction SMILES: [C:21](#[N:22])[CH2:23][C:24](=[O:25])[OH:26].[CH3:37][N:38]([CH3:39])[CH2:40][CH2:41][CH2:42][N:43]=[C:44]=[N:45][CH2:46][CH3:47].[CH3:3][N:4]([c:5]1[c:6]2[c:7]([n:8][cH:9][cH:10]1)[nH:11][cH:12][n:13]2)[CH:14]1[CH2:15][NH:16][CH2:17][CH2:18][CH:19]1[CH3:20].[CH3:48][N:49]([CH3:50])[CH:51]=[O:52].[ClH:1].[ClH:2].[OH:27][n:28]1[c:29]2[cH:30][cH:31][cH:32][cH:33][c:34]2[n:35][n:36]1>>[CH3:3][N:4]([c:5]1[c:6]2[c:7]([n:8][cH:9][cH:10]1)[nH:11][cH:12][n:13]2)[CH:14]1[CH2:15][N:16]([C:24]([CH2:23][C:21]#[N:22])=[O:25])[CH2:17][CH2:18][CH:19]1[CH3:20]. As a reaction SMILES: Cl[C:2]1[N:7]=[C:6]([O:8][CH3:9])[N:5]=[C:4]([NH:10][CH2:11][CH2:12][C:13]2[CH:18]=[CH:17][C:16]([Cl:19])=[CH:15][C:14]=2[Cl:20])[CH:3]=1.[NH:21]1[CH2:29][CH2:28][CH2:27][CH:23]([C:24]([OH:26])=[O:25])[CH2:22]1.C([O-])([O-])=O.[K+].[K+].Cl>O.CN1CCCC1=O>[Cl:20][C:14]1[CH:15]=[C:16]([Cl:19])[CH:17]=[CH:18][C:13]=1[CH2:12][CH2:11][NH:10][C:4]1[N:5]=[C:6]([O:8][CH3:9])[N:7]=[C:2]([N:21]2[CH2:29][CH2:28][CH2:27][CH:23]([C:24]([OH:26])=[O:25])[CH2:22]2)[CH:3]=1 |f:2.3.4|. Yields the product ClC1=C(C=CC(=C1)Cl)CCNC1=CC(=NC(=N1)OC)N1CC(CCC1)C(=O)O (1-{6-[2-(2,4-dichloro-phenyl)-ethylamino]-2-methoxy-pyrimidin-4-yl}-piperidine-3-carboxylic acid). Isolated yield 47.4%. Conditions: temperature 140 celsius, time 12 hour. Starting materials: Cl (HCl), ClC1=CC(=NC(=N1)OC)NCCC1=C(C=C(C=C1)Cl)Cl ((6-chloro-2-methoxy-pyrimidin-4-yl)-[2-(2,4-dichloro-phenyl)-ethyl]-amine), C(=O)([O-])[O-].[K+].[K+] (K2CO3), ClC1=CC(=NC(=N1)OC)NCCC1=C(C=C(C=C1)Cl)Cl ((6-chloro-2-methoxy-pyrimidin-4-yl)-[2-(2,4-dichloro-phenyl)-ethyl]-amine), N1CC(C(=O)O)CCC1 (nipecotic acid). Run in CN1C(CCC1)=O (1-methyl-2-pyrrolidinone), O (water). Reported procedure: In a tube is combined (6-chloro-2-methoxy-pyrimidin-4-yl)-[2-(2,4-dichloro-phenyl)-ethyl]-amine [200 mg, 0.6 mmol, Intermediate (44)], nipecotic acid (194 mg, 1.5 mmol), K2CO3 (249 mg, 1.8 mmol) and 1-methyl-2-pyrrolidinone (2.5 mL). The tube is sealed and heated to 140° C. and stirred for hours. The mixture is allowed to cool to ambient temperature, stand for 12 hours, diluted with water (20 mL) and acidified using 3M HCl. A precipitate forms and is collected by filtration and dried under high ... The reactants are O (water), CI (methyl iodide), C([O-])([O-])=O.[K+].[K+] (potassium carbonate), CC1=NN(C(=C1)C)C1=C(C=C(N)C=C1)OC (4-(3,5-dimethyl-1H-pyrazol-1-yl)-3-methoxyaniline). Yield: 22.9%. Reported procedure: 200 mg of 4-(3,5-dimethyl-1H-pyrazol-1-yl)-3-methoxyaniline was dissolved in 6 ml of dimethylformamide, and 160 μl of methyl iodide and 636 mg of potassium carbonate were added and stirred at room temperature for 2.5 hours. To the reaction mixture, 50 ml of water was added and extracted with 50 ml of ethyl acetate. After the organic layer was dried over anhydrous magnesium sulfate, the solvent was distilled off under reduced pressure, and purified using preparative thin-layer silica gel column c... Run in CN(C=O)C (dimethylformamide). Run at time 2.5 hour. Yields the product CC1=NN(C(=C1)C)C1=C(C=C(NC)C=C1)OC (4-(3,5-Dimethyl-1H-pyrazol-1-yl)-3-methoxy-N-methylaniline). RXN SMILES: [CH3:1][C:2]1[CH:6]=[C:5]([CH3:7])[N:4]([C:8]2[CH:14]=[CH:13][C:11]([NH2:12])=[CH:10][C:9]=2[O:15][CH3:16])[N:3]=1.CI.[C:19](=O)([O-])[O-].[K+].[K+].O>CN(C)C=O>[CH3:1][C:2]1[CH:6]=[C:5]([CH3:7])[N:4]([C:8]2[CH:14]=[CH:13][C:11]([NH:12][CH3:19])=[CH:10][C:9]=2[O:15][CH3:16])[N:3]=1 |f:2.3.4|. Starting materials: BrC1=CC=C(C=O)C=C1 (4-bromobenzaldehyde), O(C1=CC=CC=C1)CCCC#C (5-phenoxypent-1-yne), O(C1=CC=CC=C1)CCCC#CC1=CC=C(C=O)C=C1 (4-(5-Phenoxypent-1-ynyl)benzaldehyde). Reagents/catalysts: [Pd](Cl)Cl.C1(=CC=CC=C1)P(C1=CC=CC=C1)C1=CC=CC=C1.C1(=CC=CC=C1)P(C1=CC=CC=C1)C1=CC=CC=C1 (bis (triphenylphosphine) palladium (II) chloride), [Cu]I (copper (I) iodide). The solvent is C(C)N(CC)CC (triethylamine), C(C)(=O)OCC (ethyl acetate). Product: O(C1=CC=CC=C1)CCCCCC1=CC=C(CO)C=C1 (4-(5-Phenoxypentyl)benzyl alcohol), solid. Yield: 78.0%. Reaction SMILES: [O:1]([CH2:8][CH2:9][CH2:10][C:11]#[C:12][C:13]1[CH:20]=[CH:19][C:16]([CH:17]=[O:18])=[CH:15][CH:14]=1)[C:2]1[CH:7]=[CH:6][CH:5]=[CH:4][CH:3]=1.BrC1C=CC(C=O)=CC=1.O(CCCC#C)C1C=CC=CC=1>C(N(CC)CC)C.C(OCC)(=O)C.[Pd](Cl)Cl.C1(P(C2C=CC=CC=2)C2C=CC=CC=2)C=CC=CC=1.C1(P(C2C=CC=CC=2)C2C=CC=CC=2)C=CC=CC=1.[Cu]I>[O:1]([CH2:8][CH2:9][CH2:10][CH2:11][CH2:12][C:13]1[CH:14]=[CH:15][C:16]([CH2:17][OH:18])=[CH:19][CH:20]=1)[C:2]1[CH:3]=[CH:4][CH:5]=[CH:6][CH:7]=1 |f:5.6.7|. Reported procedure: 4-(5-Phenoxypent-1-ynyl)benzaldehyde--By the method of C. D. Perchonock, et al., J. Med. Chem., 29, 1442 (1986), 2.0 g 4-bromobenzaldehyde, 2.1 g (0.013 mole) 5-phenoxypent-1-yne, 0.76 g bis (triphenylphosphine) palladium (II) chloride, and 0.10 g copper (I) iodide in 7.0 mL dry triethylamine were stirred under argon for 17 hours. The mixture was diluted with ethyl acetate and washed with 2% H2SO4, then with water and finally with saturated aqueous NaCl. The resultant dark solution was treated w... The reactants are C=C(C)CBr, [H-], CC(C)(N)CO, [Na+], CN(C)C=O. The product is C=C(C)COCC(C)(C)N. Reaction SMILES: [Br:9][CH2:10][C:11](=[CH2:12])[CH3:13].[H-:2].[NH2:3][C:4]([CH2:5][OH:6])([CH3:7])[CH3:8].[Na+:1].[O:14]=[CH:15][N:16]([CH3:17])[CH3:18]>>[NH2:3][C:4]([CH2:5][O:6][CH2:12][C:11](=[CH2:10])[CH3:13])([CH3:7])[CH3:8]. Reactants: O=C1NC2=C(CCN1C1CCN(CC1)C(=O)O[C@@H](C(=O)N1CCC(CC1)C1CCN(CC1)C(CCC(=O)O)=O)CC1=CC(=C(C(=C1)C(F)(F)F)N)Cl)C=CC=C2 ((R)-1-(4-amino-3-chloro-5-trifluoromethyl-benzyl)-2-[1′-(3-carboxy-propionyl)-4,4′-bipiperidinyl-1-yl]-2-oxo-ethyl 4-(2-oxo-1,2,4,5-tetrahydro-1,3-benzodiazepin-3-yl)-piperidine-1-carboxylate), N1(CCOCC1)CCO (2-morpholin-4-yl-ethanol). Yields the product O=C1NC2=C(CCN1C1CCN(CC1)C(=O)O[C@@H](C(=O)N1CCC(CC1)C1CCN(CC1)C(CCC(=O)OCCN1CCOCC1)=O)CC1=CC(=C(C(=C1)C(F)(F)F)N)Cl)C=CC=C2 ((R)-1-(4-amino-3-chloro-5-trifluoromethyl-benzyl)-2-{1′-[3-(2-morpholin-4-yl-ethoxycarbonyl)-propionyl]-4,4′-bipiperidinyl-1-yl}-2-oxo-ethyl 4-(2-oxo-1,2,4,5-tetrahydro-1,3-benzodiazepin-3-yl)-piperidine-1-carboxylate). As a reaction SMILES: [O:1]=[C:2]1[N:8]([CH:9]2[CH2:14][CH2:13][N:12]([C:15]([O:17][C@H:18]([CH2:40][C:41]3[CH:46]=[C:45]([C:47]([F:50])([F:49])[F:48])[C:44]([NH2:51])=[C:43]([Cl:52])[CH:42]=3)[C:19]([N:21]3[CH2:26][CH2:25][CH:24]([CH:27]4[CH2:32][CH2:31][N:30]([C:33](=[O:39])[CH2:34][CH2:35][C:36]([OH:38])=[O:37])[CH2:29][CH2:28]4)[CH2:23][CH2:22]3)=[O:20])=[O:16])[CH2:11][CH2:10]2)[CH2:7][CH2:6][C:5]2[CH:53]=[CH:54][CH:55]=[CH:56][C:4]=2[NH:3]1.[N:57]1([CH2:63][CH2:64]O)[CH2:62][CH2:61][O:60][CH2:59][CH2:58]1>>[O:1]=[C:2]1[N:8]([CH:9]2[CH2:14][CH2:13][N:12]([C:15]([O:17][C@H:18]([CH2:40][C:41]3[CH:46]=[C:45]([C:47]([F:48])([F:50])[F:49])[C:44]([NH2:51])=[C:43]([Cl:52])[CH:42]=3)[C:19]([N:21]3[CH2:26][CH2:25][CH:24]([CH:27]4[CH2:28][CH2:29][N:30]([C:33](=[O:39])[CH2:34][CH2:35][C:36]([O:38][CH2:64][CH2:63][N:57]5[CH2:62][CH2:61][O:60][CH2:59][CH2:58]5)=[O:37])[CH2:31][CH2:32]4)[CH2:23][CH2:22]3)=[O:20])=[O:16])[CH2:11][CH2:10]2)[CH2:7][CH2:6][C:5]2[CH:53]=[CH:54][CH:55]=[CH:56][C:4]=2[NH:3]1. Procedure: Prepared analogously to Example 9.2 from 100 mg (0.12 mmol) (R)-1-(4-amino-3-chloro-5-trifluoromethyl-benzyl)-2-[1′-(3-carboxy-propionyl)-4,4′-bipiperidinyl-1-yl]-2-oxo-ethyl 4-(2-oxo-1,2,4,5-tetrahydro-1,3-benzodiazepin-3-yl)-piperidine-1-carboxylate and 17 μL (0.14 mmol) 2-morpholin-4-yl-ethanol. Starting materials: FC1=C(C(=O)OC)C=CC=C1C (methyl 2-fluoro-3-methylbenzoate), BrN1C(CCC1=O)=O (N-bromosuccinimide). Reagents/catalysts: C(C1=CC=CC=C1)(=O)OOC(C1=CC=CC=C1)=O (benzoyl peroxide). The solvent is C(Cl)(Cl)(Cl)Cl (carbon tetrachloride). Yields the product BrCC=1C(=C(C(=O)OC)C=CC1)F (methyl 3-bromomethyl-2-fluorobenzoate). Yield: 41.4%. Reaction SMILES: [F:1][C:2]1[C:11]([CH3:12])=[CH:10][CH:9]=[CH:8][C:3]=1[C:4]([O:6][CH3:7])=[O:5].[Br:13]N1C(=O)CCC1=O>C(OOC(=O)C1C=CC=CC=1)(=O)C1C=CC=CC=1.C(Cl)(Cl)(Cl)Cl>[Br:13][CH2:12][C:11]1[C:2]([F:1])=[C:3]([CH:8]=[CH:9][CH:10]=1)[C:4]([O:6][CH3:7])=[O:5]. Procedure details: To a mixture of methyl 2-fluoro-3-methylbenzoate (1.5 g, 8.9 mmol) and N-bromosuccinimide (1.67 g, 9.4 mmol) was added carbon tetrachloride (24 mL) and benzoyl peroxide (5 mg), and the mixture was heated at reflux for 16 h. The reaction mixture was cooled, filtered, and concentrated under reduced pressure. Purification by flash column chromatography (silica, eluent 5:95 to 60:40 EtOAc/hexanes) afforded methyl 3-bromomethyl-2-fluorobenzoate as a light yellow solid (0.91 g, 41%): 1H NMR (300 MHz, ...